From a dataset of the Open Reaction Database (ORD), a public repository of structured organic reaction records. describe an organic reaction: reactants, conditions, products, and yield Reactants: [Br-], CC(=O)[CH-]C(C)=O, C[Mg+], Clc1ncc(Cl)c(Cl)n1, C1CCOC1. Yields the product Cc1nc(Cl)ncc1Cl. As a reaction SMILES: [Br-:17].[CH-:10]([C:11](=[O:12])[CH3:13])[C:14](=[O:15])[CH3:16].[CH3:18][Mg+:19].[Cl:1][c:2]1[n:3][cH:4][c:5]([Cl:9])[c:6]([Cl:8])[n:7]1.[O:20]1[CH2:21][CH2:22][CH2:23][CH2:24]1>>[Cl:1][c:2]1[n:3][cH:4][c:5]([Cl:9])[c:6]([CH3:10])[n:7]1. Starting materials: P(=O)([O-])([O-])[O-].[K+].[K+].[K+] (potassium phosphate), BrC=1C=CC(=NC1)CN1C(N(C(C1)=O)C)=O (1-((5-Bromopyridin-2-yl)methyl)-3-methylimidazolidine-2,4-dione), C1(CCCCC1)P(C1CCCCC1)C1CCCCC1 (tricyclohexylphosphine), C1(CC1)N1C(C2=CC=C(C=C2C1)B1OC(C(O1)(C)C)(C)C)=O (2-Cyclopropyl-5-(4,4,5,5-tetramethyl-1,3,2-dioxaborolan-2-yl)isoindolin-1-one), tris(dibenzylidineacetone)dipalladium. Run in O (water), O1CCOCC1 (dioxane). Yields the product C1(CC1)N1C(C2=CC=C(C=C2C1)C=1C=CC(=NC1)CN1C(N(C(C1)=O)C)=O)=O (1-((5-(2-cyclopropyl-1-oxoisoindolin-5-yl)pyridin-2-yl)methyl)-3-methylimidazolidine-2,4-dione). The yield is 32.0%. Reaction SMILES: Br[C:2]1[CH:3]=[CH:4][C:5]([CH2:8][N:9]2[CH2:13][C:12](=[O:14])[N:11]([CH3:15])[C:10]2=[O:16])=[N:6][CH:7]=1.[CH:17]1([N:20]2[CH2:28][C:27]3[C:22](=[CH:23][CH:24]=[C:25](B4OC(C)(C)C(C)(C)O4)[CH:26]=3)[C:21]2=[O:38])[CH2:19][CH2:18]1.C1(P(C2CCCCC2)C2CCCCC2)CCCCC1.P([O-])([O-])([O-])=O.[K+].[K+].[K+]>O1CCOCC1.O>[CH:17]1([N:20]2[CH2:28][C:27]3[C:22](=[CH:23][CH:24]=[C:25]([C:2]4[CH:3]=[CH:4][C:5]([CH2:8][N:9]5[CH2:13][C:12](=[O:14])[N:11]([CH3:15])[C:10]5=[O:16])=[N:6][CH:7]=4)[CH:26]=3)[C:21]2=[O:38])[CH2:19][CH2:18]1 |f:3.4.5.6|. Reported procedure: 1-((5-Bromopyridin-2-yl)methyl)-3-methylimidazolidine-2,4-dione (9J5) (0.229 mmol, 65 mg), 2-cyclopropyl-5-(4,4,5,5-tetramethyl-1,3,2-dioxaborolan-2-yl)isoindolin-1-one (1A5) (0.229 mmol, 68.0 mg), tris(dibenzylidineacetone)dipalladium (0.011 mmol, 10.5 mg), tricyclohexylphosphine (0.027 mMol, 7.7 mg) and potassium phosphate (0.389 mmol, 83.0 mg) were suspended in dioxane (1 ml) and water (0.5 ml) and heated to 130° C. in the microwave for 15 min. The reaction mixture was quenched with 2 ml of w... Starting materials: BrC=1N=NC=C(C1)Br (3,5-dibromopyridazine), C(C)NC(NC=1SC2=C(N1)C=C(C=C2C2=NC=CC=C2)B(O)O)=O (2-(3-ethylureido)-7-(pyridin-2-yl)benzothiazol-5-ylboronic acid), [O-]P(=O)([O-])[O-].[K+].[K+].[K+] (K3PO4). The reagents and catalysts are C1=CC=C(C=C1)P(C2=CC=CC=C2)C3=CC=CC=C3.C1=CC=C(C=C1)P(C2=CC=CC=C2)C3=CC=CC=C3.Cl[Pd]Cl (bis(triphenylphosphine)palladium (II) chloride). The solvent is CN(C)C=O (DMF). Run at temperature 80 celsius. Yields the product BrC1=CC(=CN=N1)C=1C=C(C2=C(N=C(S2)NC(=O)NCC)C1)C1=NC=CC=C1 (1-(5-(6-Bromopyridazin-4-yl)-7-(pyridin-2-yl)benzo[d]thiazol-2-yl)-3-ethylurea). Yield: 85.2%. RXN SMILES: [Br:1][C:2]1[N:3]=[N:4][CH:5]=[C:6](Br)[CH:7]=1.[CH2:9]([NH:11][C:12](=[O:32])[NH:13][C:14]1[S:15][C:16]2[C:22]([C:23]3[CH:28]=[CH:27][CH:26]=[CH:25][N:24]=3)=[CH:21][C:20](B(O)O)=[CH:19][C:17]=2[N:18]=1)[CH3:10].[O-]P([O-])([O-])=O.[K+].[K+].[K+]>CN(C=O)C.C1C=CC(P(C2C=CC=CC=2)C2C=CC=CC=2)=CC=1.C1C=CC(P(C2C=CC=CC=2)C2C=CC=CC=2)=CC=1.Cl[Pd]Cl>[Br:1][C:2]1[N:3]=[N:4][CH:5]=[C:6]([C:20]2[CH:21]=[C:22]([C:23]3[CH:28]=[CH:27][CH:26]=[CH:25][N:24]=3)[C:16]3[S:15][C:14]([NH:13][C:12]([NH:11][CH2:9][CH3:10])=[O:32])=[N:18][C:17]=3[CH:19]=2)[CH:7]=1 |f:2.3.4.5,7.8.9|. Procedure details: To a solution of 3,5-dibromopyridazine (0.32 g, 1.34 mmol) in DMF (5 mL) was added 2-(3-ethylureido)-7-(pyridin-2-yl)benzothiazol-5-ylboronic acid (0.46 g, 1.34 mmol) and aqueous solution of K3PO4 (0.43 g, 2.01 mmol). The reaction was degassed by purging N2 for 15 min followed by addition of bis(triphenylphosphine)palladium (II) chloride (0.11 g, 0.13 mmol). The reaction mixture was again degassed for 10-15 min then heated up to 80° C. for 2-3 h. After reaction completion (by TLC), the mixture w... Starting materials: N(=[N+]=[N-])CCC[C@@H]1CN(C[C@H]1N(S(=O)(=O)C1=CC=C(C=C1)[N+](=O)[O-])CCC(C)C)C(=O)OC(C)(C)C (tert-butyl (3R*,4S*)-3-(3-azidopropyl)-4-{(3-methylbutyl)[(4-nitrophenyl)sulfonyl]amino}pyrrolidine-1-carboxylate), C1=CC=C(C=C1)P(C2=CC=CC=C2)C3=CC=CC=C3 (PPh3). Solvent: C1CCOC1 (THF), O (H2O), C1(=CC=CC=C1)C (toluene). Product: NCCC[C@@H]1CN(C[C@H]1N(S(=O)(=O)C1=CC=C(C=C1)[N+](=O)[O-])CCC(C)C)C(=O)OC(C)(C)C (tert-Butyl (3R*,4S*)-3-(3-aminopropyl)-4-{(3-methylbutyl)[(4-nitrophenyl)sulfonyl]amino}pyrrolidine-1-carboxylate). RXN SMILES: [N:1]([CH2:4][CH2:5][CH2:6][C@H:7]1[C@H:11]([N:12]([CH2:25][CH2:26][CH:27]([CH3:29])[CH3:28])[S:13]([C:16]2[CH:21]=[CH:20][C:19]([N+:22]([O-:24])=[O:23])=[CH:18][CH:17]=2)(=[O:15])=[O:14])[CH2:10][N:9]([C:30]([O:32][C:33]([CH3:36])([CH3:35])[CH3:34])=[O:31])[CH2:8]1)=[N+]=[N-].C1C=CC(P(C2C=CC=CC=2)C2C=CC=CC=2)=CC=1>C1(C)C=CC=CC=1.C1COCC1.O>[NH2:1][CH2:4][CH2:5][CH2:6][C@H:7]1[C@H:11]([N:12]([CH2:25][CH2:26][CH:27]([CH3:28])[CH3:29])[S:13]([C:16]2[CH:17]=[CH:18][C:19]([N+:22]([O-:24])=[O:23])=[CH:20][CH:21]=2)(=[O:15])=[O:14])[CH2:10][N:9]([C:30]([O:32][C:33]([CH3:35])([CH3:34])[CH3:36])=[O:31])[CH2:8]1. Procedure details: To a solution of tert-butyl (3R*,4S*)-3-(3-azidopropyl)-4-{(3-methylbutyl)[(4-nitrophenyl)sulfonyl]amino}pyrrolidine-1-carboxylate (0.55 g, 1.05 mmol) in toluene (50 mL), PPh3 (0.28 g, 1.05 mmol) was added and the mixture was heated at reflux for 1.5 hours. The mixture was diluted with 10 mL THF, H2O was added (28 mg, 1.57 mmol) and the reaction was heated at reflux for additional 1.5 hours. The solvents were evaporated and the residue was purified by column chromatography on silica gel eluting ...